This data is from the Open Reaction Database (ORD), a public repository of structured organic reaction records. The task is: describe an organic reaction: reactants, conditions, products, and yield Reported procedure: Following the procedure of Example 4 but starting with 2-(1,6-naphthyridin-2-yl)-3-hydroxy-isoindolin-1-one (1.7 g.) in anhydrous tetrahydrofuran (17 cc.), sodium hydride (50% dispersion in mineral oil) (0.58 g.), 1-chlorocarbonyl-4-methylpiperazine (0.5 g.) in anhydrous tetrahydrofuran (5 cc.) and hexamethylphosphotriamide (4.5 cc.), a product (1.3 g.), melting at 215° C., is obtained. After washing with diisopropyl ether (30 cc.), this product is dissolved in methylene chloride (40 cc.). After... RXN SMILES: [N:1]1[C:10]2[C:5](=[CH:6][N:7]=[CH:8][CH:9]=2)[CH:4]=[CH:3][C:2]=1[N:11]1[CH:19]([OH:20])[C:18]2[C:13](=[CH:14][CH:15]=[CH:16][CH:17]=2)[C:12]1=[O:21].[H-].[Na+].Cl[C:25]([N:27]1[CH2:32][CH2:31][N:30]([CH3:33])[CH2:29][CH2:28]1)=[O:26]>O1CCCC1.CN(P(N(C)C)(N(C)C)=O)C>[CH3:33][N:30]1[CH2:31][CH2:32][N:27]([C:25]([O:21][CH:12]2[C:13]3[C:18](=[CH:17][CH:16]=[CH:15][CH:14]=3)[C:19](=[O:20])[N:11]2[C:2]2[CH:3]=[CH:4][C:5]3[C:10](=[CH:9][CH:8]=[N:7][CH:6]=3)[N:1]=2)=[O:26])[CH2:28][CH2:29]1 |f:1.2|. Product: CN1CCN(CC1)C(=O)OC1N(C(C2=CC=CC=C12)=O)C1=NC2=CC=NC=C2C=C1 (3-(4-methylpiperazin-1-yl)carbonyloxy-2-(1,6-naphthyridin-2-yl)isoindolin-1-one). Reactants: N1=C(C=CC2=CN=CC=C12)N1C(C2=CC=CC=C2C1O)=O (2-(1,6-naphthyridin-2-yl)-3-hydroxy-isoindolin-1-one), [H-].[Na+] (sodium hydride), ClC(=O)N1CCN(CC1)C (1-chlorocarbonyl-4-methylpiperazine). The yield is 80.6%. Solvent: O1CCCC1 (tetrahydrofuran), O1CCCC1 (tetrahydrofuran), CN(C)P(=O)(N(C)C)N(C)C (hexamethylphosphotriamide). Starting materials: CN1CC=CC2=CC=C(C(=C12)[N+](=O)[O-])C(=O)OC (methyl 1-methyl-8-nitro-1,2-dihydroquinoline-7-carboxylate). Reagents/catalysts: [Pd] (Pd/C). The solvent is CO (MeOH). Reaction conditions: time 16 hour. Product: NC=1C(=CC=C2CCCN(C12)C)C(=O)OC (methyl 8-amino-1-methyl-1,2,3,4-tetrahydroquinoline-7-carboxylate). As a reaction SMILES: [CH3:1][N:2]1[C:11]2[C:6](=[CH:7][CH:8]=[C:9]([C:15]([O:17][CH3:18])=[O:16])[C:10]=2[N+:12]([O-])=O)[CH:5]=[CH:4][CH2:3]1>CO.[Pd]>[NH2:12][C:10]1[C:9]([C:15]([O:17][CH3:18])=[O:16])=[CH:8][CH:7]=[C:6]2[C:11]=1[N:2]([CH3:1])[CH2:3][CH2:4][CH2:5]2. Procedure details: To a solution of methyl 1-methyl-8-nitro-1,2-dihydroquinoline-7-carboxylate (1.25 g, 5.04 mmol) in degassed MeOH (25 mL) at rt was added Pd/C (125 mg). The mixture was stirred under 1 atm H2 for 16 h. The resulting mixture was filtered through celite and concentrated to afford methyl 8-amino-1-methyl-1,2,3,4-tetrahydroquinoline-7-carboxylate in pure form. The reagents and catalysts are [Rh] (rhodium on carbon). Reported procedure: A solution of 5-methoxymethylfuran-2-carboxylic acid (3.10g) in ethyl acetate (40ml) was hydrogenated over 5% rhodium on carbon (200mg) until hydrogen uptake ceased. The catalyst was filtered off and washed with ethyl acetate. The combined filtrates were evaporated to give the title compound as a colourless oil (3.26g); vmax (film) 1750cm-1 ; δH (CDCl3) 1.75-2.1 (2H,m), 2.1-2.6(2H,m,), 3.45 (3H,s), 3.47 (1H,dd, J 3 and 10 Hz), 3.74 (1H,dd, J 4 and 10Hz), 4.15-4.43 (1H,m) and 4.43-4.63 (1H,m). Isolated yield 102.5%. The reactants are COCC1=CC=C(O1)C(=O)O (5-methoxymethylfuran-2-carboxylic acid), [H][H] (hydrogen). Reaction SMILES: [CH3:1][O:2][CH2:3][C:4]1[O:8][C:7]([C:9]([OH:11])=[O:10])=[CH:6][CH:5]=1.[H][H]>C(OCC)(=O)C.[Rh]>[CH3:1][O:2][CH2:3][CH:4]1[O:8][CH:7]([C:9]([OH:11])=[O:10])[CH2:6][CH2:5]1. Yields the product COCC1CCC(O1)C(=O)O ((2RS,5SR)-5-Methoxymethyltetrahydrofuran-2-carboxylic acid). Solvent: C(C)(=O)OCC (ethyl acetate). Starting materials: ClC1=CC=C(C(=O)C2CCN(CC2)C(=O)C2=CC=C(C=C2)N2C(OCC2)=O)C=C1 (3-{4-[4-(4-chlorobenzoyl)piperidine-1-carbonyl]phenyl}oxazolidin-2-one), [F-].[K+] (potassium fluoride), CB(O)O (methylboronic acid), C1(CCCCC1)P(C1=C(C=CC=C1)C1=C(C=CC=C1OC)OC)C1CCCCC1 (2-dicyclohexylphosphino-2′,6′-dimethoxybiphenyl). Reagents/catalysts: C(C)(=O)[O-].[Pd+2].C(C)(=O)[O-] (palladium (II) acetate). Run in O1CCCC1 (tetrahydrofuran), O (water). The product is CC1=CC=C(C(=O)C2CCN(CC2)C(=O)C2=CC=C(C=C2)N2C(OCC2)=O)C=C1 (3-{4-[4-(4-methylbenzoyl)piperidine-1-carbonyl]phenyl}oxazolidin-2-one). The yield is 28.5%. As a reaction SMILES: Cl[C:2]1[CH:29]=[CH:28][C:5]([C:6]([CH:8]2[CH2:13][CH2:12][N:11]([C:14]([C:16]3[CH:21]=[CH:20][C:19]([N:22]4[CH2:26][CH2:25][O:24][C:23]4=[O:27])=[CH:18][CH:17]=3)=[O:15])[CH2:10][CH2:9]2)=[O:7])=[CH:4][CH:3]=1.[CH3:30]B(O)O.C1(P(C2CCCCC2)C2C=CC=CC=2C2C(OC)=CC=CC=2OC)CCCCC1.[F-].[K+]>C([O-])(=O)C.[Pd+2].C([O-])(=O)C.O.O1CCCC1>[CH3:30][C:2]1[CH:3]=[CH:4][C:5]([C:6]([CH:8]2[CH2:9][CH2:10][N:11]([C:14]([C:16]3[CH:21]=[CH:20][C:19]([N:22]4[CH2:26][CH2:25][O:24][C:23]4=[O:27])=[CH:18][CH:17]=3)=[O:15])[CH2:12][CH2:13]2)=[O:7])=[CH:28][CH:29]=1 |f:3.4,5.6.7|. Procedure details: To a mixture of 3-{4-[4-(4-chlorobenzoyl)piperidine-1-carbonyl]phenyl}oxazolidin-2-one (413 mg) described in Example 40, methylboronic acid (120 mg), palladium (II) acetate (11 mg), 2-dicyclohexylphosphino-2′,6′-dimethoxybiphenyl (41 mg) and potassium fluoride (232 mg) was added tetrahydrofuran (3 mL), and the mixture was refluxed for 5 hr. After cooling, water was added to the reaction mixture, and the mixture was extracted with chloroform. The organic layer was washed with saturated brine, and...